Dataset: the Open Reaction Database (ORD), a public repository of structured organic reaction records. Task: describe an organic reaction: reactants, conditions, products, and yield Reactants: Cc1ccc(-n2cccc2)c(O)c1, ClCCl, CC(C)(C)OC(=O)N1CCC(=O)CC1, O=C(O)C(F)(F)F. Product: Cc1ccc2c(c1)OC1(CCN(C(=O)OC(C)(C)C)CC1)c1cccn1-2. RXN SMILES: [CH3:1][c:2]1[cH:3][cH:4][c:5](-[n:9]2[cH:10][cH:11][cH:12][cH:13]2)[c:6]([OH:8])[cH:7]1.[Cl:35][CH2:36][Cl:37].[O:14]=[C:15]1[CH2:16][CH2:17][N:18]([C:21](=[O:22])[O:23][C:24]([CH3:25])([CH3:26])[CH3:27])[CH2:19][CH2:20]1.[OH:28][C:29]([C:30]([F:31])([F:32])[F:33])=[O:34]>>[CH3:1][c:2]1[cH:3][cH:4][c:5]2[c:6]([cH:7]1)[O:8][C:15]1([c:10]3[n:9]-2[cH:13][cH:12][cH:11]3)[CH2:16][CH2:17][N:18]([C:21](=[O:22])[O:23][C:24]([CH3:25])([CH3:26])[CH3:27])[CH2:19][CH2:20]1. The reactants are C1(CC1)COC(N(C1=C(N=C(S1)C)C(NC1=NC(=NC=C1)C)=O)CC1CC1)=O (cyclopropylmethyl-[2-methyl-4-(2-methyl-pyrimidin-4-ylcarbamoyl)-thiazol-5-yl]-carbamic acid cyclopropylmethyl ester). The solvent is FC(C(=O)O)(F)F (trifluoroacetic acid), C([O-])(O)=O.[Na+] (sodium bicarbonate). Conditions: temperature 50 celsius, time 3 hour. The product is CC1=NC=CC(=N1)NC(=O)C=1N=C(SC1NCC1CC1)C (5-((Cyclopropylmethyl)-amino)-2-methyl-thiazole-4-carboxylic acid (2-methyl-pyrimidin-4-yl)-amide). Isolated yield 53.7%. RXN SMILES: C1(COC(=O)[N:7]([CH2:24][CH:25]2[CH2:27][CH2:26]2)[C:8]2[S:12][C:11]([CH3:13])=[N:10][C:9]=2[C:14](=[O:23])[NH:15][C:16]2[CH:21]=[CH:20][N:19]=[C:18]([CH3:22])[N:17]=2)CC1>FC(F)(F)C(O)=O.C(=O)(O)[O-].[Na+]>[CH3:22][C:18]1[N:17]=[C:16]([NH:15][C:14]([C:9]2[N:10]=[C:11]([CH3:13])[S:12][C:8]=2[NH:7][CH2:24][CH:25]2[CH2:27][CH2:26]2)=[O:23])[CH:21]=[CH:20][N:19]=1 |f:2.3|. Procedure details: Cyclopropylmethyl-[2-methyl-4-(2-methyl-pyrimidin-4-ylcarbamoyl)-thiazol-5-yl]-carbamic acid cyclopropylmethyl ester (example 205, 0.091 g, 0.227 mmol) was dissolved in 1 mL trifluoroacetic acid and stirred at 50° C. for 3 h. The reaction mixture was diluted with 20 mL saturated sodium bicarbonate solution and extracted three times with ethyl acetate (30 mL each). The organic phases were pooled, dried with sodium sulfate and evaporated. The crude product was flash-chromatographed on silica gel w... Starting materials: [Si](C)(C)(C(C)(C)C)O[C@H](C)[C@@H]1[C@H](NC1=O)CC(=O)C=1C=C(C=CC1)CC(=O)O ((3-{[(2R,3S)-3-((1R)-1-{[tert-butyl(dimethyl)silyl]oxy}ethyl)-4-oxoazetidin-2-yl]acetyl}phenyl)acetic acid), Cl.C(C)N=C=NCCCN(C)C (1-ethyl-3-(dimethylaminopropyl)carbodiimide hydrochloride), [Cl-].[NH4+] (ammonium chloride), 16, 4-dimethylaminopyridine, CN.C1CCOC1 (methylamine THF), Cl.C(C)N=C=NCCCN(C)C (1-ethyl-3-(dimethylaminopropyl)carbodiimide hydrochloride), CN.C1CCOC1 (methylamine THF). Solvent: ClCCl (dichloromethane). The product is [Si](C)(C)(C(C)(C)C)O[C@H](C)[C@@H]1[C@H](NC1=O)CC(=O)C=1C=C(C=CC1)CC(=O)NC (2-(3-{[(2R,3S)-3-((1R)-1-{[tert-butyl(dimethyl)silyl]oxy}ethyl)-4-oxoazetidin-2-yl]acetyl}phenyl)-N-methylacetamide). Isolated yield 72.5%. Reaction SMILES: [Si:1]([O:8][C@@H:9]([C@H:11]1[C:14](=[O:15])[NH:13][C@@H:12]1[CH2:16][C:17]([C:19]1[CH:20]=[C:21]([CH2:25][C:26](O)=[O:27])[CH:22]=[CH:23][CH:24]=1)=[O:18])[CH3:10])([C:4]([CH3:7])([CH3:6])[CH3:5])([CH3:3])[CH3:2].CN.C1COCC1.Cl.[CH2:37]([N:39]=C=NCCCN(C)C)C.[Cl-].[NH4+]>ClCCl>[Si:1]([O:8][C@@H:9]([C@H:11]1[C:14](=[O:15])[NH:13][C@@H:12]1[CH2:16][C:17]([C:19]1[CH:20]=[C:21]([CH2:25][C:26]([NH:39][CH3:37])=[O:27])[CH:22]=[CH:23][CH:24]=1)=[O:18])[CH3:10])([C:4]([CH3:5])([CH3:7])[CH3:6])([CH3:2])[CH3:3] |f:1.2,3.4,5.6|. Reported procedure: To a solution of (3-{[(2R,3S)-3-((1R)-1-{[tert-butyl(dimethyl)silyl]oxy}ethyl)-4-oxoazetidin-2-yl]acetyl}phenyl)acetic acid (2.62 g) prepared in reference example 16, 4-dimethylaminopyridine (78 mg) and 2.0M methylamine/THF (3.3 ml) in dichloromethane (25 ml) was added at 0° C. 1-ethyl-3-(dimethylaminopropyl)carbodiimide hydrochloride (1.24 g) and the mixture was stirred for 6 hours. Further, 1-ethyl-3-(dimethylaminopropyl)carbodiimide hydrochloride (0.13 g) and 2.0M methylamine/THF (0.33 ml) we... The reactants are C([O-])([O-])=O.[K+].[K+] (potassium carbonate), BrCC#N (bromoacetonitrile), BrC1=C2C=CC(=CC2=CC=C1O)CN(C(=O)C1=CN(C2=CC=CC=C12)C)C (1-methyl-1H-indole-3-carboxylic acid (5-bromo-6-hydroxy-naphthalen-2-ylmethyl)-methyl-amide). Yield: 94.4%. As a reaction SMILES: [Br:1][C:2]1[C:11]([OH:12])=[CH:10][CH:9]=[C:8]2[C:3]=1[CH:4]=[CH:5][C:6]([CH2:13][N:14]([CH3:27])[C:15]([C:17]1[C:25]3[C:20](=[CH:21][CH:22]=[CH:23][CH:24]=3)[N:19]([CH3:26])[CH:18]=1)=[O:16])=[CH:7]2.C(=O)([O-])[O-].[K+].[K+].Br[CH2:35][C:36]#[N:37]>CN(C=O)C>[Br:1][C:2]1[C:11]([O:12][CH2:35][C:36]#[N:37])=[CH:10][CH:9]=[C:8]2[C:3]=1[CH:4]=[CH:5][C:6]([CH2:13][N:14]([CH3:27])[C:15]([C:17]1[C:25]3[C:20](=[CH:21][CH:22]=[CH:23][CH:24]=3)[N:19]([CH3:26])[CH:18]=1)=[O:16])=[CH:7]2 |f:1.2.3|. Solvent: CN(C)C=O (DMF). The product is BrC1=C2C=CC(=CC2=CC=C1OCC#N)CN(C(=O)C1=CN(C2=CC=CC=C12)C)C (1-methyl-1H-indole-3-carboxylic acid (5-bromo-6-cyanomethoxy-naphthalen-2-ylmethyl)-methyl-amide). Conditions: time 8 hour. Procedure: A mixture of 1-methyl-1H-indole-3-carboxylic acid (5-bromo-6-hydroxy-naphthalen-2-ylmethyl)-methyl-amide (2.0 g, 4.72 mmol), prepared in the previous step, potassium carbonate (3.26 g, 23.6 mmol) and bromoacetonitrile (0.39 mL, 5.67 mmol) in 60 mL of DMF was stirred under nitrogen at room temperature for 24 h (overnight). The reaction was partitioned between ethyl acetate and water. The organic layer was separated, extracted five times with water, dried (MgSO4) and the solvent removed under redu...